This data is from the Open Reaction Database (ORD), a public repository of structured organic reaction records. The task is: describe an organic reaction: reactants, conditions, products, and yield Reactants: [OH-].[Na+] (Sodium hydroxide), O1CCOCC1 (dioxane), C(C)OC(C(C(=O)OCC)(CC1=CC(=NO1)C(CC(C)C)NC(=O)OC(C)(C)C)NC(C)=O)=O (2-acetylamino-2-[3-(1-tert-butoxycarbonylamino-3-methyl-butyl)-isoxazol-5-ylmethyl]-malonic acid diethyl ester), Cl (hydrochloric acid). Solvent: C(C)(=O)OCC (ethyl acetate). Run at time 8 hour. The product is C(C)OC(C(C(=O)O)(CC1=CC(=NO1)C(CC(C)C)NC(=O)OC(C)(C)C)NC(C)=O)=O (2-Acetylamino-2-[3-(1-tert-butoxycarbonylamino-3-methyl-butyl)-isoxazol-5-ylmethyl]-malonic acid monoethyl ester). As a reaction SMILES: [OH-].[Na+].O1CCOCC1.[CH2:9]([O:11][C:12](=[O:42])[C:13]([NH:38][C:39](=[O:41])[CH3:40])([CH2:19][C:20]1[O:24][N:23]=[C:22]([CH:25]([NH:30][C:31]([O:33][C:34]([CH3:37])([CH3:36])[CH3:35])=[O:32])[CH2:26][CH:27]([CH3:29])[CH3:28])[CH:21]=1)[C:14]([O:16]CC)=[O:15])[CH3:10].Cl>C(OCC)(=O)C>[CH2:9]([O:11][C:12](=[O:42])[C:13]([NH:38][C:39](=[O:41])[CH3:40])([CH2:19][C:20]1[O:24][N:23]=[C:22]([CH:25]([NH:30][C:31]([O:33][C:34]([CH3:36])([CH3:35])[CH3:37])=[O:32])[CH2:26][CH:27]([CH3:29])[CH3:28])[CH:21]=1)[C:14]([OH:16])=[O:15])[CH3:10] |f:0.1|. Procedure details: Sodium hydroxide, 1N, (20.5 mL, 20.5 mmol, 1.10 equivalents) was added to a dioxane solution of 2-acetylamino-2-[3-(1-tert-butoxycarbonylamino-3-methyl-butyl)-isoxazol-5-ylmethyl]-malonic acid diethyl ester (8.99 g, 18.6 mmol, 1.0 equivalents) at room temperature over 30 minutes and the reaction was stirred overnight. The reaction was diluted with ethyl acetate (200 mL) and acidified to pH=1-1.5 with 1 N hydrochloric acid. The organic portion was washed with brine (200 mL) and dried over sodium ... The reactants are C(CC#N)#N (malononitrile), ClCC(=O)Cl (chloroacetyl chloride), NC=1SC(=C(C1C#N)Cl)C=O (2-amino-4-chloro-3-cyano-5-formylthiophene), P(=O)(Cl)(Cl)Cl (phosphoryl chloride), CN(C=O)C (N,N-dimethylformamide), ClCC(=C(C#N)C#N)O (3-chloro-1,1-dicyano-2-hydroxy-1-propene), ammonium sulfide, NC=1SC=C(C1C#N)O (2-amino-3-cyano-4-hydroxythiophene). Run in C(C)N(CC)CC (triethylamine), C(C)N(CC)CC (triethylamine). Product: ClC=1C(=C(SC1C=O)N=CN(C)C)C#N (N'-(4-chloro-3-cyano-5-formyl-2-thienyl)-N,N-dimethylformamidine). Reaction SMILES: [NH2:1][C:2]1[S:3][C:4]([CH:10]=[O:11])=[C:5]([Cl:9])[C:6]=1[C:7]#[N:8].ClCC(O)=C(C#N)C#N.C(#N)CC#N.ClCC(Cl)=O.[NH4+]=S.NC1SC=C(O)C=1C#N.P(Cl)(Cl)(Cl)=O.[CH3:47][N:48]([CH3:51])[CH:49]=O>C(N(CC)CC)C>[Cl:9][C:5]1[C:6]([C:7]#[N:8])=[C:2]([N:1]=[CH:47][N:48]([CH3:51])[CH3:49])[S:3][C:4]=1[CH:10]=[O:11]. Procedure: The preparation of 2-amino-4-chloro-3-cyano-5-formylthiophene is known from EP-A-No. 193 885, according to which the intermediate triethylamine salt of 3-chloro-1,1-dicyano-2-hydroxy-1-propene is prepared from malononitrile, chloroacetyl chloride, and triethylamine and cyclized with ammonium sulfide to 2-amino-3-cyano-4-hydroxythiophene, which is then treated with a mixture of N,N-dimethylformamide and phosphoryl chloride; the N'-(4-chloro-3-cyano-5-formyl-2-thienyl)-N,N-dimethylformamidine that... Reactants: O=C([O-])[O-], CN(C)C=O, [K+], [K+], O, Oc1cc2ccccc2cn1, ClCCCN1CCN(c2cccc3sccc23)CC1. Yields the product Cl, c1ccc2cc(OCCCN3CCN(c4cccc5sccc45)CC3)ncc2c1. As a reaction SMILES: [C:31](=[O:32])([O-:33])[O-:34].[CH3:37][N:38]([CH3:39])[CH:40]=[O:41].[K+:35].[K+:36].[OH2:42].[OH:1][c:2]1[n:3][cH:4][c:5]2[cH:6][cH:7][cH:8][cH:9][c:10]2[cH:11]1.[s:12]1[c:13]2[c:14]([cH:15][cH:16]1)[c:17]([N:21]1[CH2:22][CH2:23][N:24]([CH2:27][CH2:28][CH2:29][Cl:30])[CH2:25][CH2:26]1)[cH:18][cH:19][cH:20]2>>[ClH:30].[O:1]([c:2]1[n:3][cH:4][c:5]2[cH:6][cH:7][cH:8][cH:9][c:10]2[cH:11]1)[CH2:29][CH2:28][CH2:27][N:24]1[CH2:23][CH2:22][N:21]([c:17]2[c:14]3[c:13]([s:12][cH:16][cH:15]3)[cH:20][cH:19][cH:18]2)[CH2:26][CH2:25]1. The reactants are compound, C(C1=CC=CC=C1)(=O)N1CCN(CC1)C(C(=O)C1=CNC2=C(N=CC(=C12)OC)C=1N=CC(=NC1)C(=O)NC(C)(C)C)=O (1-benzoyl-4-[(4-methoxy-7-(2-(1,1-dimethylethylaminocarbonyl)-pyrazin-5-yl)-6-azaindol-3-yl)-oxoacetyl]piperazine). The reagents and catalysts are S(O)(O)(=O)=O (sulfuric acid). Run in CO (methanol). Conditions: time 30 minute. Product: compound, C(C1=CC=CC=C1)(=O)N1CCN(CC1)C(C(=O)C1=CNC2=C(N=CC(=C12)OC)C=1N=CC(=NC1)C(=O)N)=O (1-benzoyl-4-[(4-methoxy-7-(2-aminocarbonyl-pyrazin-5-yl)-6-azaindol-3-yl)-oxoacetyl]piperazine). The yield is 5.5%. As a reaction SMILES: [C:1]([N:9]1[CH2:14][CH2:13][N:12]([C:15](=[O:42])[C:16]([C:18]2[C:26]3[C:21](=[C:22]([C:29]4[N:30]=[CH:31][C:32]([C:35]([NH:37]C(C)(C)C)=[O:36])=[N:33][CH:34]=4)[N:23]=[CH:24][C:25]=3[O:27][CH3:28])[NH:20][CH:19]=2)=[O:17])[CH2:11][CH2:10]1)(=[O:8])[C:2]1[CH:7]=[CH:6][CH:5]=[CH:4][CH:3]=1>S(=O)(=O)(O)O.CO>[C:1]([N:9]1[CH2:14][CH2:13][N:12]([C:15](=[O:42])[C:16]([C:18]2[C:26]3[C:21](=[C:22]([C:29]4[N:30]=[CH:31][C:32]([C:35]([NH2:37])=[O:36])=[N:33][CH:34]=4)[N:23]=[CH:24][C:25]=3[O:27][CH3:28])[NH:20][CH:19]=2)=[O:17])[CH2:11][CH2:10]1)(=[O:8])[C:2]1[CH:7]=[CH:6][CH:5]=[CH:4][CH:3]=1. Reported procedure: The compound of Example 15, 1-benzoyl-4-[(4-methoxy-7-(2-(1,1-dimethylethylaminocarbonyl)-pyrazin-5-yl)-6-azaindol-3-yl)-oxoacetyl]piperazine (20 mg) was dissolved in 1 drop of concentrated sulfuric acid. After 30 minutes, the mixture was diluted with 2 mL of methanol. The resulting solution was injected into a Shimadzu automated preparative HPLC System and the HPLC purification afforded the compound of Example 55, 1-benzoyl-4-[(4-methoxy-7-(2-aminocarbonyl-pyrazin-5-yl)-6-azaindol-3-yl)-oxoacet... Starting materials: C(C1=CC=CC=C1)(=O)NC(=S)NC1=C(C=CC=C1)N1CCC(C2=CC=CC=C12)(C)C (1-benzoyl-3-(2-(4,4-dimethyl-3,4-dihydroquinolin-1(2H)-yl)phenyl)thiourea). The solvent is CO (MeOH). Conditions: time 4 minute. Yields the product CC1(CCN(C2=CC=CC=C12)C1=C(C=CC=C1)NC(=S)N)C (1-(2-(4,4-dimethyl-3,4-dihydroquinolin-1(2H)-yl)phenyl)thiourea). RXN SMILES: C([NH:9][C:10]([NH:12][C:13]1[CH:18]=[CH:17][CH:16]=[CH:15][C:14]=1[N:19]1[C:28]2[C:23](=[CH:24][CH:25]=[CH:26][CH:27]=2)[C:22]([CH3:30])([CH3:29])[CH2:21][CH2:20]1)=[S:11])(=O)C1C=CC=CC=1>CO>[CH3:29][C:22]1([CH3:30])[C:23]2[C:28](=[CH:27][CH:26]=[CH:25][CH:24]=2)[N:19]([C:14]2[CH:15]=[CH:16][CH:17]=[CH:18][C:13]=2[NH:12][C:10]([NH2:9])=[S:11])[CH2:20][CH2:21]1. Reported procedure: 1e was heated at 80° C. in the presence of MeOH (2.5 mL and 1N NaOH 0.5 mL) for 40 min. LC-MS showed completion of the reaction. The solvent was concentrated, and 1N HCl was added followed by the addition of Et2O. The Et2O layer was separated and was washed with H2O (2×), brine, dried over MgSO4, filtered, and concentrated to dryness. The resulting crude if was used directly in the next step: LC-MS (ESI) 312.1 (M+H) (10-90% MeOH in H2O with 0.1% TFA in a 4 min run, tR=3.51 min).